Dataset: the Open Reaction Database (ORD), a public repository of structured organic reaction records. Task: describe an organic reaction: reactants, conditions, products, and yield Starting materials: OC1=C(C=2C=C(NC2C=C1)C)C(=O)OCC1=CC=CC=C1 (benzyl 5-hydroxy-2-methylindol-4-carboxylate), ice water, COC1=NC(=NC(=C1)OC)S(=O)(=O)C (4,6-dimethoxy-2-methylsulfonylpyrimidine), C([O-])([O-])=O.[K+].[K+] (potassium carbonate). Solvent: CN(C=O)C (N,N-dimethylformamide). Reaction conditions: time 2 hour. Yields the product COC1=NC(=NC(=C1)OC)OC1=C(C=2C=C(NC2C=C1)C)C(=O)OCC1=CC=CC=C1 (Benzyl 5-[(4,6-Dimethoxypyrimidin-2-yl)oxy]2-methylindol-4-carboxylate). Isolated yield 85.7%. As a reaction SMILES: [OH:1][C:2]1[CH:10]=[CH:9][C:8]2[NH:7][C:6]([CH3:11])=[CH:5][C:4]=2[C:3]=1[C:12]([O:14][CH2:15][C:16]1[CH:21]=[CH:20][CH:19]=[CH:18][CH:17]=1)=[O:13].[CH3:22][O:23][C:24]1[CH:29]=[C:28]([O:30][CH3:31])[N:27]=[C:26](S(C)(=O)=O)[N:25]=1.C(=O)([O-])[O-].[K+].[K+]>CN(C)C=O>[CH3:22][O:23][C:24]1[CH:29]=[C:28]([O:30][CH3:31])[N:27]=[C:26]([O:1][C:2]2[CH:10]=[CH:9][C:8]3[NH:7][C:6]([CH3:11])=[CH:5][C:4]=3[C:3]=2[C:12]([O:14][CH2:15][C:16]2[CH:17]=[CH:18][CH:19]=[CH:20][CH:21]=2)=[O:13])[N:25]=1 |f:2.3.4|. Procedure: A mixture comprising 2.2 g of benzyl 5-hydroxy-2-methylindol-4-carboxylate, 1.7 g of 4,6-dimethoxy-2-methylsulfonylpyrimidine and 1.3 g of potassium carbonate in 20 ml of N,N-dimethylformamide, was heated and stirred at a temperature of from 70° to 80° C. for two hours. The mixture was returned to room temperature, then poured into ice water and extracted with ethyl acetate. The organic layer was washed with water and then dried over anhydrous magnesium sulfate. The residue obtained by concentra... The reactants are Cc1cc(Br)cc2nc(-c3ccc(N)cn3)oc12, CC12CCC(OCC(=O)O)(CC1)CC2, [Cl-]. The product is Cc1cc(Br)cc2nc(-c3ccc(NC(=O)COC45CCC(C)(CC4)CC5)cn3)oc12. As a reaction SMILES: [Br:1][c:2]1[cH:3][c:4]([CH3:18])[c:5]2[c:6]([n:7][c:8](-[c:10]3[cH:11][cH:12][c:13]([NH2:16])[cH:14][n:15]3)[o:9]2)[cH:17]1.[CH3:20][C:21]12[CH2:22][CH2:23][C:24]([O:29][CH2:30][C:31](=[O:32])[OH:33])([CH2:25][CH2:26]1)[CH2:27][CH2:28]2.[Cl-:19]>>[Br:1][c:2]1[cH:3][c:4]([CH3:18])[c:5]2[c:6]([n:7][c:8](-[c:10]3[cH:11][cH:12][c:13]([NH:16][C:31]([CH2:30][O:29][C:24]45[CH2:23][CH2:22][C:21]([CH3:20])([CH2:26][CH2:25]4)[CH2:28][CH2:27]5)=[O:32])[cH:14][n:15]3)[o:9]2)[cH:17]1.